This data is from the Open Reaction Database (ORD), a public repository of structured organic reaction records. The task is: describe an organic reaction: reactants, conditions, products, and yield Isolated yield 63.5%. RXN SMILES: CS(O[CH2:6][C:7]1[C:8]([Br:13])=[N:9][CH:10]=[CH:11][CH:12]=1)(=O)=O.C(=O)([O-])[O-].[K+].[K+].[NH:20]1[CH:24]=[CH:23][N:22]=[CH:21]1.O>C(O)C>[Br:13][C:8]1[C:7]([CH2:6][N:20]2[CH:24]=[CH:23][N:22]=[CH:21]2)=[CH:12][CH:11]=[CH:10][N:9]=1 |f:1.2.3|. Product: BrC1=NC=CC=C1CN1C=NC=C1 (2-Bromo-3-(imidazol-1-ylmethyl)pyridine). Reactants: CS(=O)(=O)OCC=1C(=NC=CC1)Br ((2-bromo-3-pyridyl)methyl methanesulfonate), C([O-])([O-])=O.[K+].[K+] (potassium carbonate), N1C=NC=C1 (1H-imidazole), O (Water). Solvent: C(C)O (ethanol), C(C)O (ethanol). Reaction conditions: temperature 50 celsius. Procedure details: To a solution of (2-bromo-3-pyridyl)methyl methanesulfonate (2.5 g, 9.39 mmol) in ethanol (46.97 mL) at room temperature, potassium carbonate (2.62 g) and 1H-imidazole (1.31 g) are added. The mixture is stirred at 50° C. A thick sort of emulsion is formed and 10 mL of ethanol is added and the kind of emulsion is stirred at 50° C. overnight. Water is added until all solids are dissolved. Then, it is concentrated under reduced pressure and the residue is diluted with ethyl acetate and washed with ...